From a dataset of the Open Reaction Database (ORD), a public repository of structured organic reaction records. describe an organic reaction: reactants, conditions, products, and yield The reactants are CN(C(=O)C=1OC2=C(C1)C=CC=C2N2CCNCC2)C (N,N-dimethyl-7-(piperazin-1-yl)benzofuran-2-carboxamide), C(=C)C1=CC=C(C=N1)NC(C)=O (N-(6-vinylpyridin-3-yl)acetamide). Product: C(C)(=O)NC=1C=CC(=NC1)CCN1CCN(CC1)C1=CC=CC=2C=C(OC21)C(=O)N(C)C (7-(4-(2-(5-Acetamidopyridin-2-yl)ethyl)piperazin-1-yl)-N,N-dimethylbenzofuran-2-carboxamide). As a reaction SMILES: [CH3:1][N:2]([CH3:20])[C:3]([C:5]1[O:6][C:7]2[C:13]([N:14]3[CH2:19][CH2:18][NH:17][CH2:16][CH2:15]3)=[CH:12][CH:11]=[CH:10][C:8]=2[CH:9]=1)=[O:4].[CH:21]([C:23]1[N:28]=[CH:27][C:26]([NH:29][C:30](=[O:32])[CH3:31])=[CH:25][CH:24]=1)=[CH2:22]>>[C:30]([NH:29][C:26]1[CH:25]=[CH:24][C:23]([CH2:21][CH2:22][N:17]2[CH2:18][CH2:19][N:14]([C:13]3[C:7]4[O:6][C:5]([C:3]([N:2]([CH3:20])[CH3:1])=[O:4])=[CH:9][C:8]=4[CH:10]=[CH:11][CH:12]=3)[CH2:15][CH2:16]2)=[N:28][CH:27]=1)(=[O:32])[CH3:31]. Reported procedure: The compound was prepared according to the procedure disclosed in Example 43 starting from N,N-dimethyl-7-(piperazin-1-yl)benzofuran-2-carboxamide (0.075 g, 0.27 mmol) (Example 39d) and N-(6-vinylpyridin-3-yl)acetamide (0.16 g, 0.96 mmol). The product was purified by preparative HPLC to give the title compound. Yield: 0.055 g (46%). Reactants: C=1C=CC=2C(C1)=C3NC2N=C4C=5C=CC=CC5C(=N4)N=C6C=7C=CC=CC7C(N6)=NC=8C=9C=CC=CC9C(=N3)N8 (phthalocyanine), C=1C=CC=2C(C1)=C3NC2N=C4C=5C=CC=CC5C(=N4)N=C6C=7C=CC=CC7C(N6)=NC=8C=9C=CC=CC9C(=N3)N8 (phthalocyanine), ClS(=O)(=O)O (chlorosulfonic acid), S(=O)(Cl)Cl (thionyl chloride), C=1C=CC=2C(C1)=C3NC2N=C4C=5C=CC=CC5C(=N4)N=C6C=7C=CC=CC7C(N6)=NC=8C=9C=CC=CC9C(=N3)N8 (phthalocyanine). Solvent: O (water). Conditions: temperature 77.5 celsius, time 1 hour. Yields the product C=1C=CC=2C(C1)=C3NC2N=C4C=5C=CC=CC5C(=N4)N=C6C=7C=CC=CC7C(N6)=NC=8C=9C=CC=CC9C(=N3)N8.S(=O)(=O)(Cl)Cl (phthalocyanine sulfonylchloride). Reaction SMILES: [CH:1]1[CH:2]=[CH:3][C:4]2[C:5](=[C:7]3[N:39]=[C:38]4[N:40]=[C:31]([C:32]5[CH:33]=[CH:34][CH:35]=[CH:36][C:37]=54)[N:30]=[C:28]4[NH:29][C:21]([C:22]5[CH:23]=[CH:24][CH:25]=[CH:26][C:27]=54)=[N:20][C:18]4=[N:19][C:11]([C:12]5[CH:13]=[CH:14][CH:15]=[CH:16][C:17]=54)=[N:10][C:9]=2[NH:8]3)[CH:6]=1.[Cl:41][S:42]([OH:45])(=O)=[O:43].S(Cl)([Cl:48])=O>O>[CH:2]1[CH:1]=[CH:6][C:5]2[C:4](=[C:9]3[N:10]=[C:11]4[N:19]=[C:18]([C:17]5[CH:16]=[CH:15][CH:14]=[CH:13][C:12]=54)[N:20]=[C:21]4[NH:29][C:28]([C:27]5[CH:26]=[CH:25][CH:24]=[CH:23][C:22]=54)=[N:30][C:31]4=[N:40][C:38]([C:37]5[CH:36]=[CH:35][CH:34]=[CH:33][C:32]=54)=[N:39][C:7]=2[NH:8]3)[CH:3]=1.[S:42]([Cl:41])([Cl:48])(=[O:45])=[O:43] |f:4.5|. Procedure: An unsubstituted metallic phthalocyanine compound is added by small portions in three times to ten times amount (by weight) of chlorosulfonic acid while maintaining at 18° C. or less. After stirring at that temperature for 1 hour, the temperature is increased at a rate of 0.5 to 1° C. per minute, and the mixture is reacted at a temperature of 130 to 135° C. for from 4 to 6 hours. Thereafter, the mixture was cooled to 70 to 85° C., thionyl chloride in an amount of twice to six times the amount of...